This data is from the Open Reaction Database (ORD), a public repository of structured organic reaction records. The task is: describe an organic reaction: reactants, conditions, products, and yield The reactants are CC(=O)O, CO, NCc1ccc(Cl)cc1Cl, CC(C)(C)OC(=O)N1CCC(=O)CC1, O. The product is CC(C)(C)OC(=O)N1CCC(NCc2ccc(Cl)cc2Cl)CC1. As a reaction SMILES: [CH3:25][C:26](=[O:27])[OH:28].[CH3:30][OH:31].[Cl:15][c:16]1[c:17]([CH2:18][NH2:19])[cH:20][cH:21][c:22]([Cl:24])[cH:23]1.[O:1]=[C:2]1[CH2:3][CH2:4][N:5]([C:8](=[O:9])[O:10][C:11]([CH3:12])([CH3:13])[CH3:14])[CH2:6][CH2:7]1.[OH2:29]>>[CH:2]1([NH:19][CH2:18][c:17]2[c:16]([Cl:15])[cH:23][c:22]([Cl:24])[cH:21][cH:20]2)[CH2:3][CH2:4][N:5]([C:8](=[O:9])[O:10][C:11]([CH3:12])([CH3:13])[CH3:14])[CH2:6][CH2:7]1. Starting materials: C(C1=CC=CC=C1)(=O)N1CC(N(CC2=C1C=CC=C2)S(=O)(=O)C2=CC=C(C=C2)OCC=C=CC)C(=O)OC (Methyl 1-benzoyl-4-{[4-(2,3-pentadienyloxy)phenyl]sulfonyl}-2,3,4,5-tetrahydro-1H-1,4-benzodiazepine-3-carboxylate), [OH-].[Li+] (lithium hydroxide). Run in CO (methanol), O1CCCC1 (tetrahydrofuran), O (water). The product is C(C1=CC=CC=C1)(=O)N1CC(N(CC2=C1C=CC=C2)S(=O)(=O)C2=CC=C(C=C2)OCC=C=CC)C(=O)O (1-Benzoyl-4-{[4-(2,3-pentadienyloxy)phenyl]sulfonyl}-2,3,4,5-tetrahydro-1H-1,4-benzodiazepine-3-carboxylic acid). Yield: 95.3%. RXN SMILES: [C:1]([N:9]1[C:15]2[CH:16]=[CH:17][CH:18]=[CH:19][C:14]=2[CH2:13][N:12]([S:20]([C:23]2[CH:28]=[CH:27][C:26]([O:29][CH2:30][CH:31]=[C:32]=[CH:33][CH3:34])=[CH:25][CH:24]=2)(=[O:22])=[O:21])[CH:11]([C:35]([O:37]C)=[O:36])[CH2:10]1)(=[O:8])[C:2]1[CH:7]=[CH:6][CH:5]=[CH:4][CH:3]=1.[OH-].[Li+]>O.CO.O1CCCC1>[C:1]([N:9]1[C:15]2[CH:16]=[CH:17][CH:18]=[CH:19][C:14]=2[CH2:13][N:12]([S:20]([C:23]2[CH:24]=[CH:25][C:26]([O:29][CH2:30][CH:31]=[C:32]=[CH:33][CH3:34])=[CH:27][CH:28]=2)(=[O:22])=[O:21])[CH:11]([C:35]([OH:37])=[O:36])[CH2:10]1)(=[O:8])[C:2]1[CH:3]=[CH:4][CH:5]=[CH:6][CH:7]=1 |f:1.2|. Procedure details: The procedure of Example 42 was followed using the product from Example 41 (280 mg, 0.526 mmol), lithium hydroxide (55 mg, 1.32 mmol) in water (0.4 ml), methanol (1 ml) and tetrahydrofuran (1 ml) to give 260 mg (95%) of the product. The reactants are FC1=C(C=O)C=CC=C1[N+](=O)[O-] (2-fluoro-3-nitrobenzaldehyde), N\C(=C/C(=O)OC)\C (methyl 3-aminocrotonate), C(CC(=O)C)(=O)OCC(CCl)(C)C (3-chloro-2,2-dimethylpropyl acetoacetate). The solvent is C(C)(C)O (isopropanol). The product is CC=1NC(=C(C(C1C(=O)OCC(CCl)(C)C)C1=C(C(=CC=C1)[N+](=O)[O-])F)C(=O)OC)C (3-chloro-2,2-dimethylpropyl methyl 2,6-dimethyl-4-(2-fluoro-3-nitrophenyl)-1,4-dihydropyridine-3,5-dicarboxylate). Isolated yield 46.0%. Reaction SMILES: [F:1][C:2]1[C:9]([N+:10]([O-:12])=[O:11])=[CH:8][CH:7]=[CH:6][C:3]=1[CH:4]=O.[NH2:13]/[C:14](/[CH3:20])=[CH:15]\[C:16]([O:18][CH3:19])=[O:17].[C:21]([O:27][CH2:28][C:29]([CH3:33])([CH3:32])[CH2:30][Cl:31])(=[O:26])[CH2:22][C:23]([CH3:25])=O>C(O)(C)C>[CH3:25][C:23]1[NH:13][C:14]([CH3:20])=[C:15]([C:16]([O:18][CH3:19])=[O:17])[CH:4]([C:3]2[CH:6]=[CH:7][CH:8]=[C:9]([N+:10]([O-:12])=[O:11])[C:2]=2[F:1])[C:22]=1[C:21]([O:27][CH2:28][C:29]([CH3:33])([CH3:32])[CH2:30][Cl:31])=[O:26]. Procedure: To a solution of 1.70 g of 2-fluoro-3-nitrobenzaldehyde in 10 ml of isopropanol were added 1.15 g of methyl 3-aminocrotonate and 2.10 g of 3-chloro-2,2-dimethylpropyl acetoacetate. The mixture was refluxed for 5 hours. Solvent was distilled off under reduced presoure to leave a residue. The residue was chromatographed on silica gel to give 2.09 g of 3-chloro-2,2-dimethylpropyl methyl 2,6-dimethyl-4-(2-fluoro-3-nitrophenyl)-1,4-dihydropyridine-3,5-dicarboxylate. Starting materials: C, CO, CCOC(C)=O, COC(=O)c1cc(-c2ccc(C3CCCCC3)cc2)[nH]c1Cl, Nc1oc(-c2ccc(C3CCCCC3)cc2)cc1C(=O)[O-], [Pd]. The product is COC(=O)c1c[nH]c(-c2ccc(C3CCCCC3)cc2)c1. Reaction SMILES: [C:52].[CH3:44][OH:45].[CH3:46][CH2:47][O:48][C:49](=[O:50])[CH3:51].[Cl:1][c:2]1[nH:3][c:4](-[c:11]2[cH:12][cH:13][c:14]([CH:17]3[CH2:18][CH2:19][CH2:20][CH2:21][CH2:22]3)[cH:15][cH:16]2)[cH:5][c:6]1[C:7](=[O:8])[O:9][CH3:10].[NH2:23][c:24]1[o:25][c:26](-[c:27]2[cH:28][cH:29][c:30]([CH:31]3[CH2:32][CH2:33][CH2:34][CH2:35][CH2:36]3)[cH:37][cH:38]2)[cH:39][c:40]1[C:41]([O-:42])=[O:43].[Pd:53]>>[cH:2]1[nH:3][c:4](-[c:11]2[cH:12][cH:13][c:14]([CH:17]3[CH2:18][CH2:19][CH2:20][CH2:21][CH2:22]3)[cH:15][cH:16]2)[cH:5][c:6]1[C:7](=[O:8])[O:9][CH3:10]. The reactants are CN1C(=NC=C1)C (1,2-dimethylimidazole), ClC1=NC=C(C=C1)C(F)(F)F (2-chloro-5-(trifluoromethyl)pyridine), ClC1=C(C=CC(=C1)Cl)C1=NC(=NC=C1C=1NC=CN1)NCCNC1=NC=C(C=C1)[N+](=O)[O-] ([4-(2,4-dichlorophenyl)-5-imidazol-2-ylpyrimidin-2-yl]{2-[(5-nitro(2-pyridyl))amino]ethyl}amine). Yields the product ClC1=C(C=CC(=C1)Cl)C1=NC(=NC=C1C=1N(C=CN1)C)NCCNC1=NC=C(C=C1)C(F)(F)F ([4-(2,4-dichlorophenyl)-5-(1-methylimidazol-2-yl)pyrimidin-2-yl](2-{[5-(trifluoromethyl)(2-pyridyl)]amino}ethyl)amine). Reaction SMILES: [CH3:1][N:2]1[CH:6]=[CH:5][N:4]=[C:3]1[CH3:7].Cl[C:9]1[CH:14]=[CH:13][C:12]([C:15]([F:18])([F:17])[F:16])=[CH:11][N:10]=1.[Cl:19][C:20]1[CH:25]=[C:24]([Cl:26])[CH:23]=[CH:22][C:21]=1[C:27]1C(C2NC=CN=2)=[CH:31][N:30]=[C:29]([NH:38][CH2:39][CH2:40][NH:41]C2C=CC([N+]([O-])=O)=CN=2)[N:28]=1>>[Cl:19][C:20]1[CH:25]=[C:24]([Cl:26])[CH:23]=[CH:22][C:21]=1[C:27]1[C:7]([C:3]2[N:2]([CH3:1])[CH:6]=[CH:5][N:4]=2)=[CH:31][N:30]=[C:29]([NH:38][CH2:39][CH2:40][NH:41][C:9]2[CH:14]=[CH:13][C:12]([C:15]([F:18])([F:17])[F:16])=[CH:11][N:10]=2)[N:28]=1. Reported procedure: [4-(2,4-dichlorophenyl)-5-(1-methylimidazol-2-yl)pyrimidin-2-yl](2-{[5-(trifluoromethyl)(2-pyridyl)]amino}ethyl)amine was prepared from 1,2-dimethylimidazole and 2-chloro-5-(trifluoromethyl)pyridine using the general method for [4-(2,4-dichlorophenyl)-5-imidazol-2-ylpyrimidin-2-yl]{2-[(5-nitro(2-pyridyl))amino]ethyl}amine. Reactants: Cl.C(C1=CC=CC=C1)OC([C@H]1NCCC1)=O (proline benzyl ester hydrochloride), O.ON1N=NC2=C1C=CC=C2 (1-hydroxybenzotriazole hydrate), C(C)(C)N(CC)C(C)C (diisopropylethylamine), Cl.CN(CCCN=C=NCC)C (1-(3-dimethylaminopropyl)-3-ethylcarbodiimide hydrochloride), C(=O)(OC(C)(C)C)N[C@H](CC1=CC=CC=C1)C(=O)O (Boc-D-phenylalanine). The solvent is C(Cl)Cl (methylene chloride). Run at time 16 hour. Product: N[C@H](CC1=CC=CC=C1)C(=O)N1[C@H](C(=O)OCC2=CC=CC=C2)CCC1.Cl (D-Phe-Pro-OBn.HCl). The yield is 119.9%. RXN SMILES: C([NH:8][C@@H:9]([C:17]([OH:19])=O)[CH2:10][C:11]1[CH:16]=[CH:15][CH:14]=[CH:13][CH:12]=1)(OC(C)(C)C)=O.[ClH:20].[CH2:21]([O:28][C:29](=[O:35])[C@@H:30]1[CH2:34][CH2:33][CH2:32][NH:31]1)[C:22]1[CH:27]=[CH:26][CH:25]=[CH:24][CH:23]=1.O.ON1C2C=CC=CC=2N=N1.C(N(C(C)C)CC)(C)C.Cl.CN(C)CCCN=C=NCC>C(Cl)Cl>[NH2:8][C@@H:9]([C:17]([N:31]1[CH2:32][CH2:33][CH2:34][C@H:30]1[C:29]([O:28][CH2:21][C:22]1[CH:23]=[CH:24][CH:25]=[CH:26][CH:27]=1)=[O:35])=[O:19])[CH2:10][C:11]1[CH:12]=[CH:13][CH:14]=[CH:15][CH:16]=1.[ClH:20] |f:1.2,3.4,6.7,9.10|. Reported procedure: To a suspension of Boc-D-phenylalanine (42.4 g, 160 mmol) in methylene chloride was added proline benzyl ester hydrochloride (38.7 g, 160 mmol), 1-hydroxybenzotriazole hydrate (21.6 g, 160 mmol) and diisopropylethylamine (83 mL, 480 mmol). Once the solution was homogeneous, 1-(3-dimethylaminopropyl)-3-ethylcarbodiimide hydrochloride (40 g, 200 mmol) was added. This mixture was allowed to stir at room temperature for 16 hrs and was then concentrated in vacuo. The residue was dissolved in ethyl ac...